Dataset: the Open Reaction Database (ORD), a public repository of structured organic reaction records. Task: describe an organic reaction: reactants, conditions, products, and yield Starting materials: O, O=P(Br)(Br)Br, O=c1[nH]n(-c2ccc(Sc3ccccc3)cc2)c(=O)c2ccccc12. Yields the product O=c1c2ccccc2c(Br)nn1-c1ccc(Sc2ccccc2)cc1. As a reaction SMILES: [OH2:31].[P:26]([Br:27])([Br:28])([Br:29])=[O:30].[c:1]1([S:7][c:8]2[cH:9][cH:10][c:11](-[n:14]3[c:15](=[O:25])[c:16]4[cH:17][cH:18][cH:19][cH:20][c:21]4[c:22](=[O:24])[nH:23]3)[cH:12][cH:13]2)[cH:2][cH:3][cH:4][cH:5][cH:6]1>>[c:1]1([S:7][c:8]2[cH:9][cH:10][c:11](-[n:14]3[c:15](=[O:25])[c:16]4[cH:17][cH:18][cH:19][cH:20][c:21]4[c:22]([Br:28])[n:23]3)[cH:12][cH:13]2)[cH:2][cH:3][cH:4][cH:5][cH:6]1. Starting materials: C(C(C)O)O (1,2-Propanediol), C[Si](C)(C)Cl (trimethylsilyl chloride). Run in C[Si](C)(C)N[Si](C)(C)C (HMDS), C[Si](C)(C)N[Si](C)(C)C (HMDS), C[Si](C)(C)N[Si](C)(C)C (HMDS). Yields the product [Si](C)(C)(C)OC(C)CO[Si](C)(C)C ((CH3)3SiOCH(CH3)CH2OSi(CH3)3). RXN SMILES: [CH2:1]([OH:5])[CH:2]([OH:4])[CH3:3].[CH3:6][Si:7](Cl)([CH3:9])[CH3:8]>C[Si](N[Si](C)(C)C)(C)C>[Si:7]([O:4][CH:2]([CH2:1][O:5][Si:7]([CH3:9])([CH3:8])[CH3:6])[CH3:3])([CH3:9])([CH3:8])[CH3:6]. Reported procedure: 1,2-Propanediol (58.8 g, 0.77 mol) was placed in a 500 mL 3-necked RB flask and treated with 0.2 mL trimethylsilyl chloride. A small volume of HMDS (ca. 10 mL) was added, and an exothermic reaction took place as the mixture became homogeneous. The remainder of the HMDS (170 mL) was added at a controlled rate (ca. 3-5 mL/min), maintaining the reaction temperature at ca. 50°-70° C. Heating was continued at 100° C. (1.5 h), 120° C. (1.0 h),and 140° C. (2.5 h). GC analysis (method 1) revealed excess... Starting materials: C(C1=CC=CC=C1)OC1=NN(C2=CC(=CC=C12)NC(CC1CCCC1)=O)CC1=C(C=C(C(=O)OC)C=C1)OC (methyl 4-[3-benzyloxy-6-(2-cyclopentylacetamido)indazol-1-ylmethyl]-3-methoxybenzoate). Reagents/catalysts: [Pd] (palladium-on-carbon). The solvent is C(C)(=O)OCC (ethyl acetate). Product: C1(CCCC1)CC(=O)NC1=CC=C2C(=NN(C2=C1)CC1=C(C=C(C(=O)OC)C=C1)OC)O (Methyl 4-[6-(2-cyclopentylacetamido)-3-hydroxyindazol-1-ylmethyl]-3-methoxybenzoate). The yield is 61.7%. RXN SMILES: C([O:8][C:9]1[C:17]2[C:12](=[CH:13][C:14]([NH:18][C:19](=[O:26])[CH2:20][CH:21]3[CH2:25][CH2:24][CH2:23][CH2:22]3)=[CH:15][CH:16]=2)[N:11]([CH2:27][C:28]2[CH:37]=[CH:36][C:31]([C:32]([O:34][CH3:35])=[O:33])=[CH:30][C:29]=2[O:38][CH3:39])[N:10]=1)C1C=CC=CC=1>C(OCC)(=O)C.[Pd]>[CH:21]1([CH2:20][C:19]([NH:18][C:14]2[CH:13]=[C:12]3[C:17]([C:9]([OH:8])=[N:10][N:11]3[CH2:27][C:28]3[CH:37]=[CH:36][C:31]([C:32]([O:34][CH3:35])=[O:33])=[CH:30][C:29]=3[O:38][CH3:39])=[CH:16][CH:15]=2)=[O:26])[CH2:22][CH2:23][CH2:24][CH2:25]1. Procedure details: A mixture of methyl 4-[3-benzyloxy-6-(2-cyclopentylacetamido)indazol-1-ylmethyl]-3-methoxybenzoate (BB) (5.0 g.), and palladium-on-carbon (5% w/w, 1.25 g.), in ethyl acetate (190 ml.), was hydrogenated at 1.1 bar for 7.5 hours. The catalyst was removed by filtration through diatomaceous earth, washing the filter cake with ethanol, the filtrate partially evaporated, and the residue allowed to crystallize to give the title compound (2.56 g., 62%), as a solid, m.p. 242°-245° C. Reactants: C(C)C(C(=O)OCC)=C(C1=CC=CC=C1)C1=CC=C(C=C1)OC (ethyl 2-ethyl-3-(p-methoxyphenyl)-3-phenylpropenoate), [H-].[H-].[H-].[H-].[Li+].[Al+3] (LiAlH4), ice water, C(C)O (ethanol), reagent. Run in CCOCC (ether), CCOCC (ether), CCOCC (ether). Product: C(C)C(CO)=C(C1=CC=CC=C1)C1=CC=C(C=C1)OC (2-Ethyl-3-(p-methoxyphenyl)-3-phenyl-2-propen-1-ol). Yield: 76.7%. As a reaction SMILES: [H-].[H-].[H-].[H-].[Li+].[Al+3].C(O)C.[CH2:10]([C:12](=[C:18]([C:25]1[CH:30]=[CH:29][C:28]([O:31][CH3:32])=[CH:27][CH:26]=1)[C:19]1[CH:24]=[CH:23][CH:22]=[CH:21][CH:20]=1)[C:13](OCC)=[O:14])[CH3:11]>CCOCC>[CH2:10]([C:12](=[C:18]([C:25]1[CH:30]=[CH:29][C:28]([O:31][CH3:32])=[CH:27][CH:26]=1)[C:19]1[CH:24]=[CH:23][CH:22]=[CH:21][CH:20]=1)[CH2:13][OH:14])[CH3:11] |f:0.1.2.3.4.5|. Reported procedure: 1.04 g (30 mmol) of LiAlH4 were suspended in 25 ml of dry ether. 1.38 g (30 mmol) of dry ethanol in ether were cautiously added to this suspension. 16 ml of this reagent were in 2 ml portions at 1 hour intervals added to a stirred solution of 1.86 g (6 mmol) of ethyl 2-ethyl-3-(p-methoxyphenyl)-3-phenylpropenoate in 16 ml of dry ether. After the reaction was complete, ice water was added cautiously and the precipitated aluminium salts were filtered off. The water layer was extracted with ether. ... The reactants are C[O-], CO, Clc1ncc(CBr)cn1, Cl, [O-]C(=[SH]CCC(F)(F)F)c1ccccc1, [Na+]. Yields the product FC(F)(F)CCSCc1cnc(Cl)nc1. Reaction SMILES: [CH3:25][O-:26].[CH3:29][OH:30].[Cl:1][c:2]1[n:3][cH:4][c:5]([CH2:8][Br:9])[cH:6][n:7]1.[ClH:28].[F:10][C:11]([CH2:12][CH2:13][SH:14]=[C:15]([c:16]1[cH:17][cH:18][cH:19][cH:20][cH:21]1)[O-:22])([F:23])[F:24].[Na+:27]>>[Cl:1][c:2]1[n:3][cH:4][c:5]([CH2:8][S:14][CH2:13][CH2:12][C:11]([F:10])([F:23])[F:24])[cH:6][n:7]1.